The task is: describe an organic reaction: reactants, conditions, products, and yield. This data is from the Open Reaction Database (ORD), a public repository of structured organic reaction records. The reactants are C(CC(O)(C(=O)O)CC(=O)O)(=O)O (citric acid), C(C=C)N1C(=C(C=2C1=C(N=CC2)N2CC1=CC=CC=C1CC2)C)C (1-allyl-7-(1,2,3,4-tetrahydroisoquinolin-2-yl)-2,3-dimethyl-1H-pyrrolo[2,3-c]pyridine). Run in C(C)(=O)OCC (ethyl acetate), C(C)(=O)OCC (ethyl acetate). Reaction conditions: time 8 hour. The product is C(CC(O)(C(=O)O)CC(=O)O)(=O)O.C(C=C)N1C(=C(C=2C1=C(N=CC2)N2CC1=CC=CC=C1CC2)C)C (1-allyl-7-(1,2,3,4-tetrahydroisoquinolin-2-yl)-2,3-dimethyl-1H-pyrrolo[2,3-c]pyridine citrate). Isolated yield 42.4%. As a reaction SMILES: [C:1]([OH:13])(=[O:12])[CH2:2][C:3]([CH2:8][C:9]([OH:11])=[O:10])([C:5]([OH:7])=[O:6])[OH:4].[CH2:14]([N:17]1[C:21]2=[C:22]([N:26]3[CH2:35][CH2:34][C:33]4[C:28](=[CH:29][CH:30]=[CH:31][CH:32]=4)[CH2:27]3)[N:23]=[CH:24][CH:25]=[C:20]2[C:19]([CH3:36])=[C:18]1[CH3:37])[CH:15]=[CH2:16]>C(OCC)(=O)C>[C:1]([OH:13])(=[O:12])[CH2:2][C:3]([CH2:8][C:9]([OH:11])=[O:10])([C:5]([OH:7])=[O:6])[OH:4].[CH2:14]([N:17]1[C:21]2=[C:22]([N:26]3[CH2:35][CH2:34][C:33]4[C:28](=[CH:29][CH:30]=[CH:31][CH:32]=4)[CH2:27]3)[N:23]=[CH:24][CH:25]=[C:20]2[C:19]([CH3:36])=[C:18]1[CH3:37])[CH:15]=[CH2:16] |f:3.4|. Procedure details: The compound prepared in Example 484 was treated with a saturated sodium carbonate solution to obtain 1-allyl-7-(1,2,3,4-tetrahydroisoquinolin-2-yl)-2,3-dimethyl-1H-pyrrolo[2,3-c]pyridine. A solution of citric acid (11.2 t, 0.09 mmol) in ethyl acetate (0.5 ml) was added to a solution of 1-allyl-7-(1,2,3,4-tetrahydroisoquinolin-2-yl)-2,3-dimethyl-1H-pyrrolo[2,3-c]pyridine (30 mg, 0.08 mmol) in ethyl acetate (3 ml). The reaction mixture was stirred overnight at room temperature. The resulting soli... The reactants are CC(CCNC(=O)OC(C)(C)C)N1CCC(NCC2CCCCC2)CC1, C1CCOC1, CONC(=O)Oc1ccccc1. Product: CONC(=O)N(CC1CCCCC1)C1CCN(C(C)CCNC(=O)OC(C)(C)C)CC1. As a reaction SMILES: [C:1]([CH3:2])([CH3:3])([CH3:4])[O:5][C:6]([NH:7][CH2:8][CH2:9][CH:10]([CH3:11])[N:12]1[CH2:13][CH2:14][CH:15]([NH:18][CH2:19][CH:20]2[CH2:21][CH2:22][CH2:23][CH2:24][CH2:25]2)[CH2:16][CH2:17]1)=[O:26].[CH2:39]1[O:40][CH2:41][CH2:42][CH2:43]1.[c:27]1([O:33][C:34](=[O:28])[NH:35][O:36][CH3:37])[cH:29][cH:30][cH:31][cH:32][cH:38]1>>[C:1]([CH3:2])([CH3:3])([CH3:4])[O:5][C:6]([NH:7][CH2:8][CH2:9][CH:10]([CH3:11])[N:12]1[CH2:13][CH2:14][CH:15]([N:18]([CH2:19][CH:20]2[CH2:21][CH2:22][CH2:23][CH2:24][CH2:25]2)[C:34](=[O:33])[NH:35][O:36][CH3:37])[CH2:16][CH2:17]1)=[O:26].